describe an organic reaction: reactants, conditions, products, and yield From a dataset of the Open Reaction Database (ORD), a public repository of structured organic reaction records. Starting materials: CCCCc1nc2c(C)ccc(OCCCN3CNC4CC=CC=C43)c2n1Cc1ccc(-c2ccccc2C(=O)OC(C)(C)C)cc1, ClCCl, O=C(O)C(F)(F)F. Product: CCCCc1nc2c(C)ccc(OCCCN3CNC4CC=CC=C43)c2n1Cc1ccc(-c2ccccc2C(=O)O)cc1. RXN SMILES: [CH2:1]([CH2:2][CH2:3][CH3:4])[c:5]1[n:6][c:7]2[c:8]([n:9]1[CH2:10][c:11]1[cH:12][cH:13][c:14](-[c:17]3[c:18]([C:23](=[O:24])[O:25][C:26]([CH3:27])([CH3:28])[CH3:29])[cH:19][cH:20][cH:21][cH:22]3)[cH:15][cH:16]1)[c:30]([O:35][CH2:36][CH2:37][CH2:38][N:39]1[CH2:40][NH:41][CH:42]3[C:43]1=[CH:44][CH:45]=[CH:46][CH2:47]3)[cH:31][cH:32][c:33]2[CH3:34].[CH2:55]([Cl:56])[Cl:57].[OH:48][C:49]([C:50]([F:51])([F:52])[F:53])=[O:54]>>[CH2:1]([CH2:2][CH2:3][CH3:4])[c:5]1[n:6][c:7]2[c:8]([n:9]1[CH2:10][c:11]1[cH:12][cH:13][c:14](-[c:17]3[c:18]([C:23](=[O:24])[OH:25])[cH:19][cH:20][cH:21][cH:22]3)[cH:15][cH:16]1)[c:30]([O:35][CH2:36][CH2:37][CH2:38][N:39]1[CH2:40][NH:41][CH:42]3[C:43]1=[CH:44][CH:45]=[CH:46][CH2:47]3)[cH:31][cH:32][c:33]2[CH3:34]. Starting materials: C1(=CC=CC=C1)CC1CCCCC12S(CCN(C(C2)=O)CCCCBr)(=O)=O (1-Phenylmethyl-10-(4-bromobutyl)-11-oxo-7-thia-10-azaspiro[5.6]dodecane 7,7-dioxide), N1=CC=CC=C1 (pyridine). Product: [Br-].C1(=CC=CC=C1)CC1CCCCC12S(CCN(C(C2)=O)CCCC[N+]2=CC=CC=C2)(=O)=O (1-phenylmethyl-10-{4-(1-pyridinio)butyl}-11-oxo-7-thia-10-azaspiro[5.6]dodecane 7,7-dioxide bromide). RXN SMILES: [C:1]1([CH2:7][CH:8]2[C:13]3([CH2:19][C:18](=[O:20])[N:17]([CH2:21][CH2:22][CH2:23][CH2:24][Br:25])[CH2:16][CH2:15][S:14]3(=[O:27])=[O:26])[CH2:12][CH2:11][CH2:10][CH2:9]2)[CH:6]=[CH:5][CH:4]=[CH:3][CH:2]=1.[N:28]1[CH:33]=[CH:32][CH:31]=[CH:30][CH:29]=1>>[Br-:25].[C:1]1([CH2:7][CH:8]2[C:13]3([CH2:19][C:18](=[O:20])[N:17]([CH2:21][CH2:22][CH2:23][CH2:24][N+:28]4[CH:33]=[CH:32][CH:31]=[CH:30][CH:29]=4)[CH2:16][CH2:15][S:14]3(=[O:27])=[O:26])[CH2:12][CH2:11][CH2:10][CH2:9]2)[CH:6]=[CH:5][CH:4]=[CH:3][CH:2]=1 |f:2.3|. Procedure: 1-Phenylmethyl-10-(4-bromobutyl)-11-oxo-7-thia-10-azaspiro[5.6]dodecane 7,7-dioxide (0.34 g) in pyridine (5 ml) was refluxed for thirty minutes. Then pyridine was evaporated in vacuo to give 1-phenylmethyl-10-{4-(1-pyridinio)butyl}-11-oxo-7-thia-10-azaspiro[5.6]dodecane 7,7-dioxide bromide (0.42 g). Starting materials: [BH4-], Cc1ccc(NC(=O)C(F)(F)F)c(C(=O)OC(C)(C)C)c1, CCO, [Na+], O. Yields the product Cc1ccc(N)c(C(=O)OC(C)(C)C)c1. Reaction SMILES: [BH4-:22].[CH3:1][c:2]1[cH:3][cH:4][c:5]([NH:15][C:16](=[O:17])[C:18]([F:19])([F:20])[F:21])[c:6]([C:7](=[O:8])[O:9][C:10]([CH3:11])([CH3:12])[CH3:13])[cH:14]1.[CH3:25][CH2:26][OH:27].[Na+:23].[OH2:24]>>[CH3:1][c:2]1[cH:3][cH:4][c:5]([NH2:15])[c:6]([C:7](=[O:8])[O:9][C:10]([CH3:11])([CH3:12])[CH3:13])[cH:14]1. The reactants are COCC(=O)O (methoxyacetic acid), [AlH]1OCCCC1 (alumoxane). The solvent is O (water). Reaction conditions: temperature 1100 celsius, time 50 minute. Product: COCC(=O)[O-].[AlH]1OCCCC1 (Methoxyacetate alumoxane). RXN SMILES: [CH3:1][O:2][CH2:3][C:4]([OH:6])=[O:5].[AlH:7]1[CH2:12][CH2:11][CH2:10][CH2:9][O:8]1>O>[CH3:1][O:2][CH2:3][C:4]([O-:6])=[O:5].[AlH:7]1[CH2:12][CH2:11][CH2:10][CH2:9][O:8]1 |f:3.4|. Reported procedure: Pseudoboehmite (10.0 g) and methoxyacetic acid (25.6 mL) were refluxed in water (150 mL) for 24 h. which resulted in a white cloudy solution with a trace of insoluble particles. The water was removed in vacuo (10−2 Torr) at 50° C. resulting in a white powder which was washed with diethyl ether (4×150 mL) then dissolved in ethanol (100 mL) while stirring (50 minutes). The alumoxane was precipitated via the addition of ether (300 mL). After drying overnight at 50° C. the solid yield was approximat... Yield: 62.0%. RXN SMILES: [Cl:1][C:2]1[CH:17]=[CH:16][C:5]([O:6][C:7]2[CH:8]=[C:9]([CH:13]=[CH:14][CH:15]=2)[C:10](Cl)=[O:11])=[C:4]([N+:18]([O-:20])=[O:19])[CH:3]=1.[C:21]([Si:25]([CH3:35])([CH3:34])[O:26][C:27]1[CH:28]=[C:29]([NH2:33])[CH:30]=[CH:31][CH:32]=1)([CH3:24])([CH3:23])[CH3:22].C(N(CC)C(C)C)(C)C.O>C1COCC1>[C:21]([Si:25]([CH3:35])([CH3:34])[O:26][C:27]1[CH:28]=[C:29]([NH:33][C:10](=[O:11])[C:9]2[CH:13]=[CH:14][CH:15]=[C:7]([O:6][C:5]3[CH:16]=[CH:17][C:2]([Cl:1])=[CH:3][C:4]=3[N+:18]([O-:20])=[O:19])[CH:8]=2)[CH:30]=[CH:31][CH:32]=1)([CH3:24])([CH3:23])[CH3:22]. The product is C(C)(C)(C)[Si](OC=1C=C(C=CC1)NC(C1=CC(=CC=C1)OC1=C(C=C(C=C1)Cl)[N+](=O)[O-])=O)(C)C (N-[3-(tert-Butyl-dimethyl-silanyloxy)-phenyl]-3-(4-chloro-2-nitro-phenoxy)-benzamide). Run in C1CCOC1 (THF). The reactants are ClC1=CC(=C(OC=2C=C(C(=O)Cl)C=CC2)C=C1)[N+](=O)[O-] (3-(4-Chloro-2-nitro-phenoxy)-benzoyl chloride), C(C)(C)(C)[Si](OC=1C=C(C=CC1)N)(C)C (3-(tert-Butyl-dimethyl-silanyloxy)-phenylamine), C(C)(C)N(C(C)C)CC (N,N-diisopropylethylamine), O (water). Reaction conditions: time 16 hour. Procedure details: To the product from Example 168b (1.3 g, 4.2 mmol) in THF (25 mL) was added 3-(tert-Butyl-dimethyl-silanyloxy)-phenylamine (1.0 g, 4.2 mmol), and N,N-diisopropylethylamine (0.67 g, 5.2 mmol). The reaction was stirred for 16 h. The reaction was poured into water and extracted with ethyl acetate. The organic layer washed with 5% HCL, water, brine, and dried over sodium sulfate, filtered and concentrated under vacuum giving the title compound (1.3 g, 85%).